This data is from the Open Reaction Database (ORD), a public repository of structured organic reaction records. The task is: describe an organic reaction: reactants, conditions, products, and yield Reactants: FC=1C(=C2C=3N(C(CO2)C)C=C(C(C3C1)=O)C(=O)O)F (9,10-difluoro-2,3-dihydro-3-methyl-7-oxo-7H-pyrido[1,2,3-de]-1,4-benzoxazine-6-carboxylic acid), N1CC(CC1)CN (3-pyrrolidinemethanamine). The solvent is C(C)#N (acetonitrile). Product: NCC1CN(CC1)C=1C(=CC2=C3N(C(COC31)C)C=C(C2=O)C(=O)O)F (10-[3-(aminomethyl)-1-pyrrolidinyl]-9-fluoro-2,3-dihydro-3-methyl-7-oxo-7H-pyrido[1,2,3-de]-1,4-benzoxazine-6-carboxylic acid). Yield: 922.4%. As a reaction SMILES: [F:1][C:2]1[C:3](F)=[C:4]2[O:9][CH2:8][CH:7]([CH3:10])[N:6]3[CH:11]=[C:12]([C:17]([OH:19])=[O:18])[C:13](=[O:16])[C:14]([CH:15]=1)=[C:5]23.[NH:21]1[CH2:25][CH2:24][CH:23]([CH2:26][NH2:27])[CH2:22]1>C(#N)C>[NH2:27][CH2:26][CH:23]1[CH2:24][CH2:25][N:21]([C:3]2[C:2]([F:1])=[CH:15][C:14]3[C:13](=[O:16])[C:12]([C:17]([OH:19])=[O:18])=[CH:11][N:6]4[CH:7]([CH3:10])[CH2:8][O:9][C:4]=2[C:5]=34)[CH2:22]1. Reported procedure: 0.75 g (0.27 mmole) of 9,10-difluoro-2,3-dihydro-3-methyl-7-oxo-7H-pyrido[1,2,3-de]-1,4-benzoxazine-6-carboxylic acid, 40 ml acetonitrile, and 0.80 g (8.0 mmole) of 3-pyrrolidinemethanamine were refluxed overnight. The solvent was removed at reduced pressure and the residue titurated with 40 ml of ethanol/ether (1:1), to give 0.90 g of 10-[3-(aminomethyl)-1-pyrrolidinyl]-9-fluoro-2,3-dihydro-3-methyl-7-oxo-7H-pyrido[1,2,3-de]-1,4-benzoxazine-6-carboxylic acid, mp 213°-216° C. Reactants: CSCS(C)=O (Formaldehyde dimethyl mercaptal S-oxide), C(C1=CC=CC=C1)C(CBr)CBr (2-benzyl-1,3-dibromopropane), O1CCCC1 (tetrahydrofuran), C(CCC)[Li] (n-butyl lithium). Run in O (water), CCCCCC (n-hexane), C(Cl)Cl (Methylene chloride). Run at temperature -10 celsius, time 1 hour. The product is CSC1(CC(C1)CC1=CC=CC=C1)S(C)=O (3-benzylcyclobutanone dimethyl mercaptal S-oxide). The yield is 76.4%. RXN SMILES: [CH3:1][S:2][CH2:3][S:4](=[O:6])[CH3:5].O1CCCC1.C([Li])CCC.[CH2:17]([CH:24]([CH2:27]Br)[CH2:25]Br)[C:18]1[CH:23]=[CH:22][CH:21]=[CH:20][CH:19]=1>O.C(Cl)Cl.CCCCCC>[CH3:1][S:2][C:3]1([S:4](=[O:6])[CH3:5])[CH2:27][CH:24]([CH2:17][C:18]2[CH:23]=[CH:22][CH:21]=[CH:20][CH:19]=2)[CH2:25]1. Reported procedure: Formaldehyde dimethyl mercaptal S-oxide (1.010 g) was dissolved in 15 ml. of tetrahydrofuran, and at -10° C., 6.0 ml of an n-hexane solution (1.4 millimols/milliliter) of n-butyl lithium was added. The mixture was stirred at -10° C. for 1 hour, and then 1.030 g of 2-benzyl-1,3-dibromopropane was added. The mixture was stirred for 100 minutes at -10° C., and then for 3 hours at room temperature. Methylene chloride (100 ml) and 30 ml. of water were added and the organic phase was separated. The aq... Reactants: CO, Nc1ncc(C(F)(F)F)cc1[N+](=O)[O-]. Yields the product Nc1cc(C(F)(F)F)cnc1N. As a reaction SMILES: [CH3:15][OH:16].[NH2:1][c:2]1[n:3][cH:4][c:5]([C:11]([F:12])([F:13])[F:14])[cH:6][c:7]1[N+:8]([O-:9])=[O:10]>>[NH2:1][c:2]1[n:3][cH:4][c:5]([C:11]([F:12])([F:13])[F:14])[cH:6][c:7]1[NH2:8]. Reactants: N1=CC=CC=C1 (Pyridine), [N+](=O)([O-])C1=CC=C(C=C1)CC(=O)O (4-nitrophenylacetic acid), CC(C(=O)Cl)(C)C (trimethylacetylchloride). Solvent: C1(=CC=CC=C1)C (toluene). Product: CC(C(=O)OC(CC1=CC=C(C=C1)[N+](=O)[O-])=O)(C)C (4-nitrophenylacetic-trimethylacetic anhydride). RXN SMILES: N1C=CC=CC=1.[N+:7]([C:10]1[CH:15]=[CH:14][C:13]([CH2:16][C:17]([OH:19])=[O:18])=[CH:12][CH:11]=1)([O-:9])=[O:8].[CH3:20][C:21]([CH3:26])([CH3:25])[C:22](Cl)=[O:23]>C1(C)C=CC=CC=1>[CH3:20][C:21]([CH3:26])([CH3:25])[C:22]([O:18][C:17](=[O:19])[CH2:16][C:13]1[CH:12]=[CH:11][C:10]([N+:7]([O-:9])=[O:8])=[CH:15][CH:14]=1)=[O:23]. Procedure details: Pyridine (14 g, 0.18 Mol) and 4-nitrophenylacetic acid (32 g, 0.18 Mol) were stirred in toluene (100 ml) whilst trimethylacetylchloride (21 g, 0.18 Mol) was added. The toluene was evaporated to yield 4-nitrophenylacetic-trimethylacetic anhydride. 3-Aminophenol (20 g, 0.18 Mol) was stirred in DMF (100 ml) and treated with the mixed anhydride and pyridine (14 g) in dimethylformamide (DMF) dropwise. The solution was diluted with water and the product isolated by filtration and dried (19 g, 39%).